Dataset: the Open Reaction Database (ORD), a public repository of structured organic reaction records. Task: describe an organic reaction: reactants, conditions, products, and yield Starting materials: [H-].[Al+3].[Li+].[H-].[H-].[H-] (lithium aluminum hydride), O (water), [OH-].[Na+] (sodium hydroxide), solution, O=C1NC2=C(CN3C1=NC=C3)C=CC=C2 (10,11-dihydro-11-oxo-5H-imidazo-[2,1-c][1,4]benzodiazepine). The solvent is O1CCCC1 (tetrahydrofuran). Run at temperature 0 celsius. The product is N=1C=CN2C1CNC1=C(C2)C=CC=C1 (10,11-Dihydro-5H-imidazo[2,1-c][1,4]benzodiazepine). Reaction SMILES: [H-].[Al+3].[Li+].[H-].[H-].[H-].O=[C:8]1[C:14]2=[N:15][CH:16]=[CH:17][N:13]2[CH2:12][C:11]2[CH:18]=[CH:19][CH:20]=[CH:21][C:10]=2[NH:9]1.O.[OH-].[Na+]>O1CCCC1>[N:15]1[CH:16]=[CH:17][N:13]2[CH2:12][C:11]3[CH:18]=[CH:19][CH:20]=[CH:21][C:10]=3[NH:9][CH2:8][C:14]=12 |f:0.1.2.3.4.5,8.9|. Procedure: To a suspension of 4 mmol of lithium aluminum hydride in 20 ml of anhydrous tetrahydrofuran is added a 1 mmol solution of 10,11-dihydro-11-oxo-5H-imidazo-[2,1-c][1,4]benzodiazepine and the mixture is refluxed for 24 hours and cooled at 0° C. To the mixture is added dropwise 0.12 ml of water and 6 ml of 1N sodium hydroxide. The mixture is extracted with ethyl acetate and the solvent removed to give the desired product as a solid. Recrystallization from methylene chloride-hexane gives crystals, m.... The reactants are ClC1=CC(=NC=2N1N=C(C2)C)NC(C2=CC=C(C=C2)C(C)(C)O)=O (N-(7-chloro-2-methylpyrazolo[1,5-a]pyrimidin-5-yl)-4-(2-hydroxypropan-2-yl)benzamide), N1C[C@@H](CC1)NC(C)=O ((R)-N-(pyrrolidin-3-yl)acetamide). The solvent is CN1CCCC1=O (NMP). Yields the product C(C)(=O)N[C@H]1CN(CC1)C1=CC(=NC=2N1N=CC2)NC(C2=CC=C(C=C2)C(C)(C)O)=O ((R)-N-(7-(3-acetamidopyrrolidin-1-yl)pyrazolo[1,5-a]pyrimidin-5-yl)-4-(2-hydroxypropan-2-yl)benzamide). Yield: 108.5%. As a reaction SMILES: Cl[C:2]1[N:7]2[N:8]=[C:9](C)[CH:10]=[C:6]2[N:5]=[C:4]([NH:12][C:13](=[O:24])[C:14]2[CH:19]=[CH:18][C:17]([C:20]([OH:23])([CH3:22])[CH3:21])=[CH:16][CH:15]=2)[CH:3]=1.[NH:25]1[CH2:29][CH2:28][C@@H:27]([NH:30][C:31](=[O:33])[CH3:32])[CH2:26]1>CN1C(=O)CCC1>[C:31]([NH:30][C@@H:27]1[CH2:28][CH2:29][N:25]([C:2]2[N:7]3[N:8]=[CH:9][CH:10]=[C:6]3[N:5]=[C:4]([NH:12][C:13](=[O:24])[C:14]3[CH:19]=[CH:18][C:17]([C:20]([OH:23])([CH3:21])[CH3:22])=[CH:16][CH:15]=3)[CH:3]=2)[CH2:26]1)(=[O:33])[CH3:32]. Procedure details: In a 2 mL microwave vial were placed N-(7-chloropyrazolo[1,5-a]pyrimidin-5-yl)-4-(2-hydroxypropan-2-yl)benzamide (2D, 80 mg, 0.24 mmol) and (R)-N-(pyrrolidin-3-yl)acetamide (62 mg, 0.48 mmol). To the sealed vial were then added NMP (2 ml), and the mixture was then heated in the microwave at 100° C. for 15 minutes. After cooling to room temperature, the reaction mixture was filtered by syringe filter and was then directly purified by preparatory HPLC (20-40% MeCN/H2O gradient+0.01% TFA). Lyophili... Reactants: COC=1C(=C(C=O)C=C(C1OC)[N+](=O)[O-])O (3,4-dimethoxy-2-hydroxy-5-nitrobenzaldehyde), C([O-])([O-])=O.[K+].[K+] (potassium carbonate), OC1=C(C=O)C=C(C(=C1OC)OC)[N+](=O)[O-] (2-Hydroxy-3,4-dimethoxy-5-nitro-benzaldehyde), C1=CC=C(C=C1)CC(=O)Cl (phenacetylchloride). Solvent: CC(=O)C (acetone). Product: COC1=C(C=C2C=C(C(OC2=C1OC)=O)C1=CC=CC=C1)[N+](=O)[O-] (7,8-Dimethoxy-6-nitro-3-phenyl-chromen-2-one). RXN SMILES: [CH3:1][O:2][C:3]1[C:4]([OH:16])=[C:5]([CH:8]=[C:9]([N+:13]([O-:15])=[O:14])[C:10]=1[O:11][CH3:12])[CH:6]=O.[CH:17]1[CH:22]=[CH:21][C:20]([CH2:23][C:24](Cl)=[O:25])=[CH:19][CH:18]=1.C(=O)([O-])[O-].[K+].[K+]>CC(C)=O>[CH3:12][O:11][C:10]1[C:3]([O:2][CH3:1])=[C:4]2[C:5]([CH:6]=[C:23]([C:20]3[CH:21]=[CH:22][CH:17]=[CH:18][CH:19]=3)[C:24](=[O:25])[O:16]2)=[CH:8][C:9]=1[N+:13]([O-:15])=[O:14] |f:2.3.4|. Procedure details: A mixture of 3,4-dimethoxy-2-hydroxy-5-nitrobenzaldehyde obtained from Preparation example (1a) (0.91 g), phenacetylchloride (1.1 ml) and potassium carbonate (2.0 g) was refluxed in dry acetone (40 ml) overnight. Acetone was evaporated, cold water added and filtered. Yield: 0.69 g. Starting materials: CNC1=CC=CC=C1 (N-methylaniline), CN1N=C(C(=C1C(=O)Cl)NC1=C(C=CC=C1)[N+](=O)[O-])C (1,3-dimethyl-4-[(2-nitrophenyl)amino]pyrazole-5-carboxylic acid chloride). Run in O1CCOCC1 (dioxane). Reaction conditions: temperature 90 celsius. Yields the product CN(C(=O)C1=C(C(=NN1C)C)NC1=C(C=CC=C1)[N+](=O)[O-])C1=CC=CC=C1 (N,1,3-trimethyl-4-[(2-nitrophenyl)amino]-N-phenylpyrazole-5-carboxamide). Isolated yield 84.8%. RXN SMILES: [CH3:1][NH:2][C:3]1[CH:8]=[CH:7][CH:6]=[CH:5][CH:4]=1.[CH3:9][N:10]1[C:14]([C:15](Cl)=[O:16])=[C:13]([NH:18][C:19]2[CH:24]=[CH:23][CH:22]=[CH:21][C:20]=2[N+:25]([O-:27])=[O:26])[C:12]([CH3:28])=[N:11]1>O1CCOCC1>[CH3:1][N:2]([C:3]1[CH:8]=[CH:7][CH:6]=[CH:5][CH:4]=1)[C:15]([C:14]1[N:10]([CH3:9])[N:11]=[C:12]([CH3:28])[C:13]=1[NH:18][C:19]1[CH:24]=[CH:23][CH:22]=[CH:21][C:20]=1[N+:25]([O-:27])=[O:26])=[O:16]. Procedure: 2.7 g of N-methylaniline are added dropwise to a solution of 2.95 g of 1,3-dimethyl-4-[(2-nitrophenyl)amino]pyrazole-5-carboxylic acid chloride in 10 ml of dioxane, and the resulting mixture is warmed at 90° C. for 1 hour. The solution is concentrated in vacuo, and water and a little dilute hydrochloric acid are added to yield 3.1 g of N,1,3-trimethyl-4-[(2-nitrophenyl)amino]-N-phenylpyrazole-5-carboxamide.